This data is from the Open Reaction Database (ORD), a public repository of structured organic reaction records. The task is: describe an organic reaction: reactants, conditions, products, and yield The reactants are Cc1ccc(C(=O)O)c2ccccc12, Cc1ccccc1N. The reagents and catalysts are CN1CC[N+](=C1Cl)C.F[P-](F)(F)(F)(F)F (CIP), CCN(C(C)C)C(C)C (DIPEA), C1=CC2=C(N=C1)N(N=N2)O (HOAt). Solvent: CN(C)C=O (DMF), CN(C)C=O (DMF), CN(C)C=O (DMF), CN(C)C=O (DMF), CN(C)C=O (DMF), CN(C)C=O (DMF). Conditions: temperature 25 celsius, time 2 hour. Product: Cc1ccccc1NC(=O)c1ccc(C)c2ccccc12. Yield: 2.3%. As a reaction SMILES: Cc1ccccc1N.Cc1ccc(C(=O)O)c2ccccc12.CN1CC[N+](=C1Cl)C.F[P-](F)(F)(F)(F)F.C1=CC2=C(N=C1)N(N=N2)O.CCN(C(C)C)C(C)C.CN(C)C=O>>Cc1ccccc1NC(=O)c1ccc(C)c2ccccc12. The reactants are CS(=O)(=O)c1ccc(Br)cc1, C1CCNC1, C#CCCNC1CCC(C)CC1, Cl, c1ccc(P(c2ccccc2)(c2ccccc2)[Pd](P(c2ccccc2)(c2ccccc2)c2ccccc2)(P(c2ccccc2)(c2ccccc2)c2ccccc2)P(c2ccccc2)(c2ccccc2)c2ccccc2)cc1. The product is CC1CCC(NCCC#Cc2ccc(S(C)(=O)=O)cc2)CC1. As a reaction SMILES: [Br:14][c:15]1[cH:16][cH:17][c:18]([S:21](=[O:22])(=[O:23])[CH3:24])[cH:19][cH:20]1.[CH2:25]1[CH2:26][NH:27][CH2:28][CH2:29]1.[CH2:2]([CH2:3][C:4]#[CH:5])[NH:6][CH:7]1[CH2:8][CH2:9][CH:10]([CH3:13])[CH2:11][CH2:12]1.[ClH:1].[cH:30]1[cH:31][cH:32][c:33]([P:34]([Pd:35]([P:36]([c:37]2[cH:38][cH:39][cH:40][cH:41][cH:42]2)([c:43]2[cH:44][cH:45][cH:46][cH:47][cH:48]2)[c:49]2[cH:50][cH:51][cH:52][cH:53][cH:54]2)([P:55]([c:56]2[cH:57][cH:58][cH:59][cH:60][cH:61]2)([c:62]2[cH:63][cH:64][cH:65][cH:66][cH:67]2)[c:68]2[cH:69][cH:70][cH:71][cH:72][cH:73]2)[P:74]([c:75]2[cH:76][cH:77][cH:78][cH:79][cH:80]2)([c:81]2[cH:82][cH:83][cH:84][cH:85][cH:86]2)[c:87]2[cH:88][cH:89][cH:90][cH:91][cH:92]2)([c:93]2[cH:94][cH:95][cH:96][cH:97][cH:98]2)[c:99]2[cH:100][cH:101][cH:102][cH:103][cH:104]2)[cH:105][cH:106]1>>[CH2:2]([CH2:3][C:4]#[C:5][c:15]1[cH:16][cH:17][c:18]([S:21](=[O:22])(=[O:23])[CH3:24])[cH:19][cH:20]1)[NH:6][CH:7]1[CH2:8][CH2:9][CH:10]([CH3:13])[CH2:11][CH2:12]1. Starting materials: CC(=O)Oc1cc(S(=O)(=O)Cl)cc2ccccc12, C1CC2CCC1CNC2, ClC(Cl)Cl, c1ccncc1. Yields the product CC(=O)Oc1cc(S(=O)(=O)N2CC3CCC(CC3)C2)cc2ccccc12. RXN SMILES: [C:1]([CH3:2])(=[O:3])[O:4][c:5]1[cH:6][c:7]([S:15](=[O:16])(=[O:17])[Cl:18])[cH:8][c:9]2[cH:10][cH:11][cH:12][cH:13][c:14]12.[CH:19]12[CH2:20][NH:21][CH2:22][CH:23]([CH2:24][CH2:25]1)[CH2:26][CH2:27]2.[Cl:28][CH:29]([Cl:30])[Cl:31].[cH:32]1[cH:33][cH:34][n:35][cH:36][cH:37]1>>[C:1]([CH3:2])(=[O:3])[O:4][c:5]1[cH:6][c:7]([S:15](=[O:16])(=[O:17])[N:21]2[CH2:20][CH:19]3[CH2:25][CH2:24][CH:23]([CH2:22]2)[CH2:26][CH2:27]3)[cH:8][c:9]2[cH:10][cH:11][cH:12][cH:13][c:14]12. Reactants: CCCC(C(=O)OC)c1c(C)nc2cc(C(C)(C)C)nn2c1-c1ccc(CC)cc1, CO, [Li+], [Na+], [OH-], [OH-]. Yields the product CCCC(C(=O)O)c1c(C)nc2cc(C(C)(C)C)nn2c1-c1ccc(CC)cc1. Reaction SMILES: [C:1]([CH3:2])([CH3:3])([CH3:4])[c:5]1[n:6][n:7]2[c:8]([n:9][c:10]([CH3:29])[c:11]([CH:21]([C:22](=[O:23])[O:24][CH3:25])[CH2:26][CH2:27][CH3:28])[c:12]2-[c:13]2[cH:14][cH:15][c:16]([CH2:19][CH3:20])[cH:17][cH:18]2)[cH:30]1.[CH3:35][OH:36].[Li+:31].[Na+:34].[OH-:32].[OH-:33]>>[C:1]([CH3:2])([CH3:3])([CH3:4])[c:5]1[n:6][n:7]2[c:8]([n:9][c:10]([CH3:29])[c:11]([CH:21]([C:22](=[O:23])[OH:24])[CH2:26][CH2:27][CH3:28])[c:12]2-[c:13]2[cH:14][cH:15][c:16]([CH2:19][CH3:20])[cH:17][cH:18]2)[cH:30]1. Starting materials: CS(=O)c1nc(Cl)c2ccc(=O)n(-c3c(F)cccc3F)c2n1, ClCCl, NC(CO)CO, CN(C)C=O. Product: O=c1ccc2c(Cl)nc(NC(CO)CO)nc2n1-c1c(F)cccc1F. RXN SMILES: [Cl:1][c:2]1[c:3]2[c:4]([n:5][c:6]([S:8]([CH3:9])=[O:10])[n:7]1)[n:11](-[c:16]1[c:17]([F:23])[cH:18][cH:19][cH:20][c:21]1[F:22])[c:12](=[O:15])[cH:13][cH:14]2.[Cl:30][CH2:31][Cl:32].[NH2:24][CH:25]([CH2:26][OH:27])[CH2:28][OH:29].[O:33]=[CH:34][N:35]([CH3:36])[CH3:37]>>[Cl:1][c:2]1[c:3]2[c:4]([n:5][c:6]([NH:24][CH:25]([CH2:26][OH:27])[CH2:28][OH:29])[n:7]1)[n:11](-[c:16]1[c:17]([F:23])[cH:18][cH:19][cH:20][c:21]1[F:22])[c:12](=[O:15])[cH:13][cH:14]2. As a reaction SMILES: [OH:1][C:2]1[CH:3]=[C:4]([CH:7]=[CH:8][CH:9]=1)[CH2:5][OH:6].C(=O)([O-])[O-].[K+].[K+].[CH:16]1[C:21]([C:22]#[N:23])=[CH:20][N:19]=[C:18](Cl)[CH:17]=1.O>CC(N(C)C)=O>[OH:6][CH2:5][C:4]1[CH:3]=[C:2]([CH:9]=[CH:8][CH:7]=1)[O:1][C:18]1[CH:17]=[CH:16][C:21]([C:22]#[N:23])=[CH:20][N:19]=1 |f:1.2.3|. Product: OCC=1C=C(OC2=NC=C(C#N)C=C2)C=CC1 (6-(3-hydroxymethyl-phenoxy)-nicotinonitrile). Reported procedure: Add 3-hydroxybenzyl alcohol (0.99 g, 7.94 mmol) and potassium carbonate (1.50 g, 10.83 mmol) to 6-chloronicotinitrile (1.00 g, 7.22 mmol) in dimethylacetamide (25 mL) and stir. Heat to 100° C. for 4 hrs. Let cool to ambient temperature and pour into water (100 mL). Extract with diethyl ether (3×100 mL). Combine the organic layers and wash with 1N NaOH (2×50 mL) and dry over magnesium sulfate. Filter and concentrate under reduced pressure to give the product (1.63 g, 99%): 1H NMR (CDCl3) 8.49 (d,... The yield is 99.8%. The reactants are O (water), OC=1C=C(CO)C=CC1 (3-hydroxybenzyl alcohol), C([O-])([O-])=O.[K+].[K+] (potassium carbonate), C1=CC(=NC=C1C#N)Cl (6-chloronicotinitrile). The solvent is CC(=O)N(C)C (dimethylacetamide). Run at temperature 100 celsius. Starting materials: N[C@H]1CN(CC1)C(=O)OC(C)(C)C ((R)-3-amino-1-N-Boc pyrrolidine), BrCC(=O)N (2-bromo acetamide), C([O-])([O-])=O.[K+].[K+] (potassium carbonate). Solvent: CN(C)C=O (DMF). Reaction conditions: time 8 hour. The product is C(C)(C)(C)OC(=O)N1CC(CC1)NCC(N)=O (3-(Carbamoylmethyl-amino)-pyrrolidine-1-carboxylic acid tert-butyl ester). RXN SMILES: [NH2:1][C@@H:2]1[CH2:6][CH2:5][N:4]([C:7]([O:9][C:10]([CH3:13])([CH3:12])[CH3:11])=[O:8])[CH2:3]1.Br[CH2:15][C:16]([NH2:18])=[O:17].C(=O)([O-])[O-].[K+].[K+]>CN(C=O)C>[C:10]([O:9][C:7]([N:4]1[CH2:5][CH2:6][CH:2]([NH:1][CH2:15][C:16](=[O:17])[NH2:18])[CH2:3]1)=[O:8])([CH3:13])([CH3:12])[CH3:11] |f:2.3.4|. Procedure: To a solution of (R)-3-amino-1-N-Boc pyrrolidine (0.5 g, 2.68 mmol) and 2-bromo acetamide (0.44 g, 3.21 mmol) in DMF (6.0 mL) was added potassium carbonate (1.11 g, 8.04 mmol) and the reaction mixture was stirred at room temperature overnight. The reaction mixture was concentrated and re-dissolved in dichloromethane. Potassium carbonate was filtered off and filtrate was concentrated and purified using ethyl acetate/methanol (5%). 1H-NMR (CDCl3) δ: 1.50 (9H, s), 1.60-1.80 (2H, m), 2.10 (1H, m), 3...